Dataset: the Open Reaction Database (ORD), a public repository of structured organic reaction records. Task: describe an organic reaction: reactants, conditions, products, and yield The reactants are ClC1=C(C(=O)C2=CC=C(C=C2)F)C=CC(=C1Cl)O (2,3-dichloro-4-hydroxy-4'-fluorobenzophenone), Cl.NO (hydroxylamine HCl). Solvent: N1=CC=CC=C1 (pyridine). Product: ClC1=C(C(C2=CC=C(C=C2)F)=NO)C=CC(=C1Cl)O (2,3-dichloro-4-hydroxy-4'-fluorobenzophenone oxime). As a reaction SMILES: [Cl:1][C:2]1[C:16]([Cl:17])=[C:15]([OH:18])[CH:14]=[CH:13][C:3]=1[C:4]([C:6]1[CH:11]=[CH:10][C:9]([F:12])=[CH:8][CH:7]=1)=O.Cl.[NH2:20][OH:21]>N1C=CC=CC=1>[Cl:1][C:2]1[C:16]([Cl:17])=[C:15]([OH:18])[CH:14]=[CH:13][C:3]=1[C:4](=[N:20][OH:21])[C:6]1[CH:11]=[CH:10][C:9]([F:12])=[CH:8][CH:7]=1 |f:1.2|. Procedure: To a solution of 35 g of 2,3-dichloro-4-hydroxy-4'-fluorobenzophenone in 250 ml pyridine, 34.6 g of hydroxylamine HCl is added. The mixture is refluxed for 4 hours. The pyridine is evaporated in vacuo. The residue is partitioned between 5% HCl and ethyl acetate. The ethyl acetate extract is washed with water, dried over Na2SO4 and evaporated to give 2,3-dichloro-4-hydroxy-4'-fluorobenzophenone oxime as a mixture of isomers, mp 150°-156° C. Reactants: BrCCCCCBr, CC(C)(C)OC(=O)N1CCC(O)CC1, CN(C)C=O, [H-], [Na+], O. The product is CC(C)(C)OC(=O)N1CCC(OCCCCCBr)CC1. Reaction SMILES: [Br:17][CH2:18][CH2:19][CH2:20][CH2:21][CH2:22][Br:23].[C:1]([CH3:2])([CH3:3])([CH3:4])[O:5][C:6](=[O:7])[N:8]1[CH2:9][CH2:10][CH:11]([OH:14])[CH2:12][CH2:13]1.[CH3:25][N:26]([CH3:27])[CH:28]=[O:29].[H-:15].[Na+:16].[OH2:24]>>[C:1]([CH3:2])([CH3:3])([CH3:4])[O:5][C:6](=[O:7])[N:8]1[CH2:9][CH2:10][CH:11]([O:14][CH2:22][CH2:21][CH2:20][CH2:19][CH2:18][Br:17])[CH2:12][CH2:13]1. Starting materials: NC=1C=C(C(=O)NC2=CC(=C(C=C2)Cl)C2=NC=CC=C2)C=CC1CS(=O)(=O)C (3-Amino-N-(4-chloro-3-(pyridin-2-yl)phenyl)-4-(methylsulfonylmethyl)benzamide), C(C1=CC=CC=C1)(=O)Cl (benzoyl chloride). The product is C(C1=CC=CC=C1)(=O)NC=1C=C(C(=O)NC2=CC(=C(C=C2)Cl)C2=NC=CC=C2)C=CC1CS(=O)(=O)C (3-benzamido-N-(4-chloro-3-(pyridin-2-yl)phenyl)-4-(methylsulfonylmethyl)benzamide). Isolated yield 45.4%. RXN SMILES: [NH2:1][C:2]1[CH:3]=[C:4]([CH:21]=[CH:22][C:23]=1[CH2:24][S:25]([CH3:28])(=[O:27])=[O:26])[C:5]([NH:7][C:8]1[CH:13]=[CH:12][C:11]([Cl:14])=[C:10]([C:15]2[CH:20]=[CH:19][CH:18]=[CH:17][N:16]=2)[CH:9]=1)=[O:6].[C:29](Cl)(=[O:36])[C:30]1[CH:35]=[CH:34][CH:33]=[CH:32][CH:31]=1>>[C:29]([NH:1][C:2]1[CH:3]=[C:4]([CH:21]=[CH:22][C:23]=1[CH2:24][S:25]([CH3:28])(=[O:27])=[O:26])[C:5]([NH:7][C:8]1[CH:13]=[CH:12][C:11]([Cl:14])=[C:10]([C:15]2[CH:20]=[CH:19][CH:18]=[CH:17][N:16]=2)[CH:9]=1)=[O:6])(=[O:36])[C:30]1[CH:35]=[CH:34][CH:33]=[CH:32][CH:31]=1. Reported procedure: 3-Amino-N-(4-chloro-3-(pyridin-2-yl)phenyl)-4-(methylsulfonylmethyl)benzamide (30 mg, 0.072 mmol) was reacted with benzoyl chloride (9 μl, 0.079 mmol) via procedure V to afford 17 mg of 3-benzamido-N-(4-chloro-3-(pyridin-2-yl)phenyl)-4-(methylsulfonylmethyl)benzamide as a white solid. MS (Q1) 520 (M)+. The reactants are C=CC1=CC=CC=C1 (styrene), C=CC1=CC=CC=C1 (styrene), C(CCC)[Li] (n-butyl lithium), C=CC=C (1,3-butadiene), C(C1=CC=CC=C1)Cl (benzyl chloride). Run in C1CCCCC1 (cyclohexane), O1CCCC1 (tetrahydrofuran). Yields the product C=CC1=CC=CC=C1.C=CC=C.C=CC1=CC=CC=C1 (styrene-butadiene-styrene). RXN SMILES: [CH2:1]=[CH:2][C:3]1[CH:8]=[CH:7][CH:6]=[CH:5][CH:4]=1.[CH2:9]([Li])[CH2:10][CH2:11][CH3:12].C=CC=C.C(Cl)C1C=CC=CC=1>O1CCCC1.C1CCCCC1>[CH2:1]=[CH:2][C:3]1[CH:8]=[CH:7][CH:6]=[CH:5][CH:4]=1.[CH2:9]=[CH:10][CH:11]=[CH2:12].[CH2:1]=[CH:2][C:3]1[CH:8]=[CH:7][CH:6]=[CH:5][CH:4]=1 |f:6.7.8|. Procedure: 4800 g of cyclohexane was placed in a 10 l autoclave reactor, followed by the addition of 11 g of tetrahydrofuran, 124 g of styrene monomer and 16 mmol of n-butyl lithium for 30-minute polymerization. Then, 552 g of 1,3-butadiene monomer were added to the reactor for another polymerization for 1 hour. Also, 124 g of styrene monomer were added for further polymerization for 30 minutes, followed by the addition of 2.0 g of benzyl chloride to deactivate the terminal of the living polymer. Thus, a s... Starting materials: COC1=C2C=CC=NC2=C(C=C1)NS(=O)(=O)C1=C(C=C(C=C1)C(F)(F)F)[N+](=O)[O-] (N-(5-methoxy-quinolin-8-yl)-2-nitro-4-trifluoromethyl-benzenesulfonamide), Cl[Sn]Cl (SnCl2). Reagents/catalysts: Cl (HCl). Run in CCO (EtOH). The product is NC1=C(C=CC(=C1)C(F)(F)F)S(=O)(=O)NC=1C=CC(=C2C=CC=NC12)OC (2-Amino-N-(5-methoxy-quinolin-8-yl)-4-trifluoromethyl-benzenesulfonamide). Yield: 94.6%. RXN SMILES: [CH3:1][O:2][C:3]1[CH:12]=[CH:11][C:10]([NH:13][S:14]([C:17]2[CH:22]=[CH:21][C:20]([C:23]([F:26])([F:25])[F:24])=[CH:19][C:18]=2[N+:27]([O-])=O)(=[O:16])=[O:15])=[C:9]2[C:4]=1[CH:5]=[CH:6][CH:7]=[N:8]2.Cl[Sn]Cl>Cl.CCO>[NH2:27][C:18]1[CH:19]=[C:20]([C:23]([F:25])([F:24])[F:26])[CH:21]=[CH:22][C:17]=1[S:14]([NH:13][C:10]1[CH:11]=[CH:12][C:3]([O:2][CH3:1])=[C:4]2[C:9]=1[N:8]=[CH:7][CH:6]=[CH:5]2)(=[O:15])=[O:16]. Procedure: In a similar fashion using route 2 general procedure 4 N-(5-methoxy-quinolin-8-yl)-2-nitro-4-trifluoromethyl-benzenesulfonamide 587 (500 mg, 1.17 mmol), SnCl2 (0.9 g, 4.6 mmol), 6N HCl (2 drops) and EtOH (10 ml) at 85° C. for 48 h gave the title compound (440 mg, 92%) which was used in the next step without further purification. The product is CCc1cc2c(Oc3ccc(C(=O)N(C)C)cc3)cc(C(=O)O)cc2o1. Reactants: CCOC(=O)c1cc(Oc2ccc(C(=O)N(C)C)cc2)c2cc(CC)oc2c1, CO, [Li+], [OH-], O, O. Reaction SMILES: [CH3:1][N:2]([C:3](=[O:4])[c:5]1[cH:6][cH:7][c:8]([O:9][c:10]2[cH:11][c:12]([C:21](=[O:22])[O:23][CH2:24][CH3:25])[cH:13][c:14]3[c:15]2[cH:16][c:17]([CH2:19][CH3:20])[o:18]3)[cH:26][cH:27]1)[CH3:28].[CH3:32][OH:33].[Li+:30].[OH-:29].[OH2:31].[OH2:34]>>[CH3:1][N:2]([C:3](=[O:4])[c:5]1[cH:6][cH:7][c:8]([O:9][c:10]2[cH:11][c:12]([C:21](=[O:22])[OH:23])[cH:13][c:14]3[c:15]2[cH:16][c:17]([CH2:19][CH3:20])[o:18]3)[cH:26][cH:27]1)[CH3:28].